Dataset: the Open Reaction Database (ORD), a public repository of structured organic reaction records. Task: describe an organic reaction: reactants, conditions, products, and yield Starting materials: O=C1NC(N2N1CC=CC2C(=O)OC)=O (methyl 2,3,5,8-tetrahydro-1,3-dioxo-1H-1,2,4-triazolo[1,2-a]pyridazine-5-carboxylate), C=O (formaldehyde). Yields the product OCN1C(N2N(CC=CC2C(=O)OC)C1=O)=O (methyl 2-hydroxymethyl-2,3,5,8-tetrahydro-1,3-dioxo-1H-1,2,4-triazolo[1,2-a]pyridazine-5-carboxylate). Yield: 50.0%. Reaction SMILES: [O:1]=[C:2]1[N:6]2[CH2:7][CH:8]=[CH:9][CH:10]([C:11]([O:13][CH3:14])=[O:12])[N:5]2[C:4](=[O:15])[NH:3]1.[CH2:16]=[O:17]>>[OH:17][CH2:16][N:3]1[C:2](=[O:1])[N:6]2[CH2:7][CH:8]=[CH:9][CH:10]([C:11]([O:13][CH3:14])=[O:12])[N:5]2[C:4]1=[O:15]. Reported procedure: 7.02 g (0.033 mol) of methyl 2,3,5,8-tetrahydro-1,3-dioxo-1H-1,2,4-triazolo[1,2-a]pyridazine-5-carboxylate and 9 ml of 40% aqueous formaldehyde were heated on a steam-bath for 4.5 hours. The mixture was evaporated in vacuo to give a colourless oil which was crystallized from dichloromethane/hexane, there being obtained 3.97 g (50%) of methyl 2-hydroxymethyl-2,3,5,8-tetrahydro-1,3-dioxo-1H-1,2,4-triazolo[1,2-a]pyridazine-5-carboxylate of melting point 123°-125° C.